Dataset: the Open Reaction Database (ORD), a public repository of structured organic reaction records. Task: describe an organic reaction: reactants, conditions, products, and yield The reactants are [Br-], CC1(C)CC(C)(C)c2cc(Br)cc(C=O)c2O1, C=P(c1ccccc1)(c1ccccc1)c1ccccc1, CCOC(=O)c1ccc(C#Cc2ccc3c(c2)C(C)(C)CCC3NC2CC2)cc1, [Li]CCCC, C[P+](c1ccccc1)(c1ccccc1)c1ccccc1, CCCCCC. The product is C=Cc1cc(Br)cc2c1OC(C)(C)CC2(C)C. As a reaction SMILES: [Br-:72].[Br:55][c:56]1[cH:57][c:58]2[c:63]([c:64]([CH:66]=[O:67])[cH:65]1)[O:62][C:61]([CH3:68])([CH3:69])[CH2:60][C:59]2([CH3:70])[CH3:71].[CH2:1]=[P:2]([c:3]1[cH:4][cH:5][cH:6][cH:7][cH:8]1)([c:9]1[cH:10][cH:11][cH:12][cH:13][cH:14]1)[c:15]1[cH:16][cH:17][cH:18][cH:19][cH:20]1.[CH2:21]([O:22][C:23](=[O:24])[c:25]1[cH:26][cH:27][c:28]([C:29]#[C:30][c:31]2[cH:32][cH:33][c:34]3[c:45]([cH:46]2)[C:42]([CH3:43])([CH3:44])[CH2:41][CH2:40][CH:35]3[NH:36][CH:37]2[CH2:38][CH2:39]2)[cH:47][cH:48]1)[CH3:49].[CH2:50]([Li:51])[CH2:52][CH2:53][CH3:54].[CH3:73][P+:74]([c:75]1[cH:76][cH:77][cH:78][cH:79][cH:80]1)([c:81]1[cH:82][cH:83][cH:84][cH:85][cH:86]1)[c:87]1[cH:88][cH:89][cH:90][cH:91][cH:92]1.[CH3:93][CH2:94][CH2:95][CH2:96][CH2:97][CH3:98]>>[CH2:1]=[CH:66][c:64]1[c:63]2[c:58]([cH:57][c:56]([Br:55])[cH:65]1)[C:59]([CH3:70])([CH3:71])[CH2:60][C:61]([CH3:68])([CH3:69])[O:62]2.